Dataset: the Open Reaction Database (ORD), a public repository of structured organic reaction records. Task: describe an organic reaction: reactants, conditions, products, and yield The reactants are C(C1=CC=CC=C1)OCCN1C(=O)N(C(=O)C=C1NN)CCC (1-(2-benzyloxyethyl)-6-hydrazino-3-propyluracil), CN=C=S (methyl isothiocyanate), CO (methanol). Solvent: CN(C)C=O (DMF). Reaction conditions: time 20 hour. Product: C(C1=CC=CC=C1)OCCN1C(N(C(C2=C1NN=C2NC)=O)CCC)=O (7-(2-Benzyloxyethyl)-3-methylamino-5-propylpyrazolo[3,4-d]pyrimidine-4,6(5H,7H)-dione). Reaction SMILES: [CH2:1]([O:8][CH2:9][CH2:10][N:11]1[C:18]([NH:19][NH2:20])=[CH:17][C:15](=[O:16])[N:14]([CH2:21][CH2:22][CH3:23])[C:12]1=[O:13])[C:2]1[CH:7]=[CH:6][CH:5]=[CH:4][CH:3]=1.[CH3:24][N:25]=[C:26]=S.CO>CN(C=O)C>[CH2:1]([O:8][CH2:9][CH2:10][N:11]1[C:18]2[NH:19][N:20]=[C:24]([NH:25][CH3:26])[C:17]=2[C:15](=[O:16])[N:14]([CH2:21][CH2:22][CH3:23])[C:12]1=[O:13])[C:2]1[CH:3]=[CH:4][CH:5]=[CH:6][CH:7]=1. Reported procedure: A solution of 1-(2-benzyloxyethyl)-6-hydrazino-3-propyluracil (2.0 g, 6.3 mM) and methyl isothiocyanate (1.2 ml, 18 mM) in DMF (20 ml) was stirred at 60° C. for 1 hour and then at 100° C. for 20 hours. To the solution was added 50% methanol (10 ml) and the mixture was cooled to give crystals. Recrystallization from DMF/methanol afforded colorless prisms (1.39 g, 62%), m.p. 224°-226° C. The reactants are BrC=1C=C(C=CC1NC(C1=CN=C(C=C1)OCC)=O)[C@@H]1CN(CCO1)C(=O)OC(C)(C)C ((R)-tert-Butyl 2-(3-bromo-4-(6-ethoxynicotinamido)phenyl)morpholine-4-carboxylate), C([O-])([O-])=O.[Cs+].[Cs+] (cesium carbonate), N1=CC=CC2=CC=C3C=CC=NC3=C12 (1,10-phenanthroline). The reagents and catalysts are [Cu]I (copper(I) iodide). The solvent is COCCOC (1,2-dimethoxyethane). Run at temperature 125 celsius. The product is C(C)OC1=CC=C(C=N1)C=1OC2=C(N1)C=CC(=C2)[C@@H]2CN(CCO2)C(=O)OC(C)(C)C ((R)-tert-Butyl 2-(2-(6-ethoxypyridin-3-yl)benzo[d]oxazol-6-yl)morpholine-4-carboxylate). The yield is 40.0%. As a reaction SMILES: Br[C:2]1[CH:3]=[C:4]([C@H:20]2[O:25][CH2:24][CH2:23][N:22]([C:26]([O:28][C:29]([CH3:32])([CH3:31])[CH3:30])=[O:27])[CH2:21]2)[CH:5]=[CH:6][C:7]=1[NH:8][C:9](=[O:19])[C:10]1[CH:15]=[CH:14][C:13]([O:16][CH2:17][CH3:18])=[N:12][CH:11]=1.C(=O)([O-])[O-].[Cs+].[Cs+].N1C2C(=CC=C3C=2N=CC=C3)C=CC=1>COCCOC.[Cu]I>[CH2:17]([O:16][C:13]1[N:12]=[CH:11][C:10]([C:9]2[O:19][C:2]3[CH:3]=[C:4]([C@H:20]4[O:25][CH2:24][CH2:23][N:22]([C:26]([O:28][C:29]([CH3:32])([CH3:31])[CH3:30])=[O:27])[CH2:21]4)[CH:5]=[CH:6][C:7]=3[N:8]=2)=[CH:15][CH:14]=1)[CH3:18] |f:1.2.3|. Procedure details: (R)-tert-Butyl 2-(3-bromo-4-(6-ethoxynicotinamido)phenyl)morpholine-4-carboxylate (100 mg, 0.2 mmol), cesium carbonate (130 mg, 0.4 mmol), 1,10-phenanthroline (3.6 mg, 0.02 mmol), copper(I) iodide (1.9 mg, 0.01 mmol) were mixed together in 1,2-dimethoxyethane (2 ml). The suspension was degassed with Argon and was heated overnight under Argon at 125° C. The mixture was cooled and poured into ethylacetate and filtered. The filtrate was absorbed on silica gel and separated by chromatography (gradie... Reactants: C(C)(=O)O.O1CCCC1 (acetic acid tetrahydrofuran), N[C@H](C(C)(C)C)C(=O)O (D-tert-leucine), [BH4-].[Na+] (sodium borohydride), CC1=CC2=C(NC(C(C(S2)C2=CC=C(C=C2)C)=O)=O)C=C1 (8-methyl-2-(4-methylphenyl)-1,5-benzothiazepine-3,4(2H, 5H)-dione). Run in O1CCCC1 (tetrahydrofuran), O1CCCC1 (tetrahydrofuran). Reaction conditions: temperature -15 celsius, time 25 minute. Yields the product O[C@H]1[C@H](SC2=C(NC1=O)C=CC(=C2)C)C2=CC=C(C=C2)C ((2R,3R)-3-hydroxy-8-methyl-2-(4-methylphenyl)-2,3-dihydro-1,5-benzothiazepin-4(5H)-one). Isolated yield 80.6%. RXN SMILES: N[C@@H](C(O)=O)C(C)(C)C.[BH4-].[Na+].[CH3:12][C:13]1[CH:32]=[CH:31][C:16]2[NH:17][C:18](=[O:30])[C:19](=[O:29])[CH:20]([C:22]3[CH:27]=[CH:26][C:25]([CH3:28])=[CH:24][CH:23]=3)[S:21][C:15]=2[CH:14]=1.C(O)(=O)C.O1CCCC1>O1CCCC1>[OH:29][C@@H:19]1[C:18](=[O:30])[NH:17][C:16]2[CH:31]=[CH:32][C:13]([CH3:12])=[CH:14][C:15]=2[S:21][C@@H:20]1[C:22]1[CH:23]=[CH:24][C:25]([CH3:28])=[CH:26][CH:27]=1 |f:1.2,4.5|. Procedure: A mixture of D-tert-leucine (721 mg), sodium borohydride (189 mg) and tetrahydrofuran (50 ml) is refluxed under nitrogen atmosphere for three hours. The mixture is cooled to -15° C., and thereto is added a solution of 8-methyl-2-(4-methylphenyl)-1,5-benzothiazepine-3,4(2H, 5H)-dione (991 mg) in tetrahydrofuran (3 ml). Each 0.38 ml of 25% acetic acid/tetrahydrofuran solution (1.67 mmole as acetic acid) is added thereto at 25 minutes, and 2 hours 10 minutes after the beginning of the reaction, and... Reactants: BrC1=CC(=C(OC2=NC(=CC(=C2C)NC(CC)CC)C)C(=C1)C)C ([2-(4-bromo-2,6-dimethyl-phenoxy)-3,6-dimethyl-pyridin-4-yl]-(1-ethyl-propyl)-amine), C(CCC)[Li] (n-butyllithium), CC(=O)C (acetone). Solvent: C1CCOC1 (THF). Run at temperature -78 celsius, time 10 minute. The product is C(C)C(CC)NC1=C(C(=NC(=C1)C)OC1=C(C=C(C=C1C)CC(C)O)C)C (4-[4-(1-Ethyl-propylamino)-3,6-dimethyl-pyridin-2-yloxy]-3,5-dimethyl-phenyl-propan-2-ol). Reaction SMILES: Br[C:2]1[CH:22]=[C:21]([CH3:23])[C:5]([O:6][C:7]2[C:12]([CH3:13])=[C:11]([NH:14][CH:15]([CH2:18][CH3:19])[CH2:16][CH3:17])[CH:10]=[C:9]([CH3:20])[N:8]=2)=[C:4]([CH3:24])[CH:3]=1.C([Li])CCC.[CH3:30][C:31]([CH3:33])=[O:32]>C1COCC1>[CH2:16]([CH:15]([NH:14][C:11]1[CH:10]=[C:9]([CH3:20])[N:8]=[C:7]([O:6][C:5]2[C:21]([CH3:23])=[CH:22][C:2]([CH2:30][CH:31]([OH:32])[CH3:33])=[CH:3][C:4]=2[CH3:24])[C:12]=1[CH3:13])[CH2:18][CH3:19])[CH3:17]. Procedure details: To a solution of [2-(4-bromo-2,6-dimethyl-phenoxy)-3,6-dimethyl-pyridin-4-yl]-(1-ethyl-propyl)-amine in dry THF was added n-butyllithium at −78° C. After stirring at −78° C. for 10 min, acetone was added and the resulting mixture was stirred at −78° C. for 30 min, the dry-ice bath was removed. After stirring for 5 min, the mixture was quenched with brine and extracted with ethyl acetate. The organic layer was separated, dried, and concentrated to dryness. The residue was purified through silica ... Starting materials: NC1=NC(=C(C(=N1)C)C)C (2-amino-4,5,6-trimethylpyrimidine), S(=O)(=O)(N=C=O)N=C=O (sulfonyl isocyanate), C1CN2CCN1CC2 (DABCO). Solvent: C(C)#N (acetonitrile). Product: C=1(C(=CC=CC1)S(=O)(=O)N)S(=O)(=O)N (1,2-benzenedisulfonamide). Reaction SMILES: NC1N=[C:6]([CH3:8])[C:5](C)=[C:4](C)N=1.[S:11]([N:17]=C=O)(N=C=O)(=[O:13])=[O:12].C1N2[CH2:26][CH2:27]N(CC2)C1>C(#N)C>[C:4]1([S:11]([NH2:17])(=[O:13])=[O:12])[C:5]([S:11]([NH2:17])(=[O:13])=[O:12])=[CH:6][CH:8]=[CH:26][CH:27]=1. Procedure: A mixture of 0.8 g of 2-amino-4,5,6-trimethylpyrimidine, 2.8 g of the crude sulfonyl isocyanate from Example 9 and a few crystals of DABCO in 25 ml of acetonitrile is stirred at room temperature for 16 hours. A small amount of unreacted aminopyrimidine is filtered off and the filtrate concentrated in-vacuo to give a hard glass. Crystallization from methanol gives N,N-diethyl-N'[4,5,6-trimethylpyrimidin-2-yl)aminocarbonyl]-1,2-benzenedisulfonamide as a white solid. The reactants are FC1=C(C=CC(=C1)F)[N+](=O)[O-] (2,4-difluoro-1-nitrobenzene), CO[C@@H]1C[C@H](C1)N (trans-3-methoxycyclobutylamine), CCN(C(C)C)C(C)C (DIPEA). Reagents/catalysts: [Pd] (Pd/C). Solvent: CC#N (CH3CN). Run at time 18 hour. Product: FC=1C=C(C(=CC1)N)N[C@@H]1C[C@H](C1)OC (4-FluoroN2-(trans-3-methoxycyclobutyl)benzene-1,2-diamine). Yield: 100.7%. RXN SMILES: F[C:2]1[CH:7]=[C:6]([F:8])[CH:5]=[CH:4][C:3]=1[N+:9]([O-])=O.[CH3:12][O:13][C@H:14]1[CH2:17][C@H:16]([NH2:18])[CH2:15]1.CCN(C(C)C)C(C)C>CC#N.[Pd]>[F:8][C:6]1[CH:7]=[C:2]([NH:18][C@H:16]2[CH2:17][C@H:14]([O:13][CH3:12])[CH2:15]2)[C:3]([NH2:9])=[CH:4][CH:5]=1. Reported procedure: To a solution of 2,4-difluoro-1-nitrobenzene (0.2 mL, 1.7 mmol) in CH3CN (3 mL) were added trans-3-methoxycyclobutylamine (0.18 g, 1.7 mmol) and DIPEA (0.3 mL, 1.7 mmol). The reaction mixture was stirred at RT for 18 h then concentrated in vacuo. The resulting residue was carried to the next step without further purification (0.41 g, quantitative). To a solution of the product thus obtained (1.7 mmol) in EtOAc (15 mL) was added Pd/C (350 mg) and the reaction mixture was stirred at RT for 18 h un...